describe an organic reaction: reactants, conditions, products, and yield From a dataset of the Open Reaction Database (ORD), a public repository of structured organic reaction records. Reactants: ClC1=CC=C(CN(C(=O)C2(N(CC2)C(CC2=CC(=CC(=C2)C)C)=O)C)CC(=O)NN)C=C1 (1-[2-(3,5-dimethyl-phenyl)-acetyl]-2-methyl-azetidine-2-carboxylic acid (4-chloro-benzyl)-hydrazinocarbonylmethyl-amide), ClC(Cl)(OC(OC(Cl)(Cl)Cl)=O)Cl (triphosgene). Run in O1CCOCC1 (dioxane). Run at temperature 20 celsius, time 15 hour. Product: ClC1=CC=C(CN(C(=O)C2(N(CC2)C(CC2=CC(=CC(=C2)C)C)=O)C)CC=2OC(=NN2)O)C=C1 (1-[2-(3,5-dimethyl-phenyl)-acetyl]-2-methyl-azetidine-2-carboxylic acid (4-chloro-benzyl)-(5-hydroxy-[1,3,4]oxadiazol-2-ylmethyl)-amide). Reaction SMILES: [Cl:1][C:2]1[CH:32]=[CH:31][C:5]([CH2:6][N:7]([CH2:26][C:27]([NH:29][NH2:30])=[O:28])[C:8]([C:10]2([CH3:25])[CH2:13][CH2:12][N:11]2[C:14](=[O:24])[CH2:15][C:16]2[CH:21]=[C:20]([CH3:22])[CH:19]=[C:18]([CH3:23])[CH:17]=2)=[O:9])=[CH:4][CH:3]=1.Cl[C:34](Cl)([O:36]C(=O)OC(Cl)(Cl)Cl)Cl>O1CCOCC1>[Cl:1][C:2]1[CH:3]=[CH:4][C:5]([CH2:6][N:7]([CH2:26][C:27]2[O:28][C:34]([OH:36])=[N:30][N:29]=2)[C:8]([C:10]2([CH3:25])[CH2:13][CH2:12][N:11]2[C:14](=[O:24])[CH2:15][C:16]2[CH:17]=[C:18]([CH3:23])[CH:19]=[C:20]([CH3:22])[CH:21]=2)=[O:9])=[CH:31][CH:32]=1. Reported procedure: To a solution of the Intermediate obtained in step b above (1 eq.) in dioxane was added triphosgene (1.5 eq.) under nitrogen. The reaction was stirred at 20° C. for 15 h. The crude was concentrated under reduced pressure then partitioned between water and EtOAc. The layers were separated, the organic layer was dried over MgSO4, filtered and concentrated under reduced pressure. The crude was purified by chromatography on silica gel (elution with Hept/EtOAc/DCM/MeOH: 50/50/0/0 to 50/50/95/5) to af... Reported procedure: A urea formation procedure similar to that used for the synthesis of ethyl 4-(4-(8-oxa-3-azabicyclo[3.2.1]octan-3-yl)-6-(4-(3-ethylureido)phenyl)-1H-pyrazolo[3,4-d]pyrimidin-1-yl)piperidine-1-carboxylate is used, utilizing 4-amino-N-(pyrrolidin-1-yl)benzamide as the aniline component. (8%, MS=582.3 (M+H)) RXN SMILES: NC(N)=O.[CH:5]12[O:12][CH:9]([CH2:10][CH2:11]1)[CH2:8][N:7]([C:13]1[N:18]=[C:17]([C:19]3[CH:24]=[CH:23][C:22]([NH:25][C:26](NCC)=[O:27])=[CH:21][CH:20]=3)[N:16]=[C:15]3[N:31]([CH:34]4CCN(C(OCC)=O)C[CH2:35]4)[N:32]=[CH:33][C:14]=13)[CH2:6]2.[NH2:45][C:46]1[CH:59]=[CH:58][C:49]([C:50]([NH:52][N:53]2[CH2:57][CH2:56][CH2:55][CH2:54]2)=[O:51])=[CH:48][CH:47]=1.NC1C=CC=CC=1>>[CH:5]12[O:12][CH:9]([CH2:10][CH2:11]1)[CH2:8][N:7]([C:13]1[N:18]=[C:17]([C:19]3[CH:20]=[CH:21][C:22]([NH:25][C:26](=[O:27])[NH:45][C:46]4[CH:59]=[CH:58][C:49]([C:50]([NH:52][N:53]5[CH2:54][CH2:55][CH2:56][CH2:57]5)=[O:51])=[CH:48][CH:47]=4)=[CH:23][CH:24]=3)[N:16]=[C:15]3[N:31]([CH2:34][CH3:35])[N:32]=[CH:33][C:14]=13)[CH2:6]2. The reactants are NC1=CC=CC=C1 (aniline), NC(=O)N (urea), C12CN(CC(CC1)O2)C2=C1C(=NC(=N2)C2=CC=C(C=C2)NC(=O)NCC)N(N=C1)C1CCN(CC1)C(=O)OCC (ethyl 4-(4-(8-oxa-3-azabicyclo[3.2.1]octan-3-yl)-6-(4-(3-ethylureido)phenyl)-1H-pyrazolo[3,4-d]pyrimidin-1-yl)piperidine-1-carboxylate), NC1=CC=C(C(=O)NN2CCCC2)C=C1 (4-amino-N-(pyrrolidin-1-yl)benzamide). Product: C12CN(CC(CC1)O2)C2=C1C(=NC(=N2)C2=CC=C(C=C2)NC(NC2=CC=C(C(=O)NN3CCCC3)C=C2)=O)N(N=C1)CC (4-(3-(4-(4-(8-oxa-3-azabicyclo[3.2.1]octan-3-yl)-1-ethyl-1H-pyrazolo[3,4-d]pyrimidin-6-yl)phenyl)ureido)-N-(pyrrolidin-1-yl)benzamide). Reactants: C1COCCOCCOCCOCCOCCO1 (18-crown-6), CCCCCON=O (n-amyl nitrite), C(C)OC(=O)C=1C=C2C=NNC2=CC1 (5-Ethoxycarbonylindazole), C(C)(=O)[O-].[K+] (potassium acetate), C(C)(=O)OC(C)=O (acetic anhydride). The solvent is C(Cl)(Cl)Cl (chloroform). Yields the product C(C)(=O)N1N=CC2=CC(=CC=C12)C(=O)OCC (1-Acetyl-5-ethoxycarbonyl-indazole). Isolated yield 82.0%. As a reaction SMILES: [CH2:1]([O:3][C:4]([C:6]1[CH:7]=[C:8]2[C:12](=[CH:13][CH:14]=1)[NH:11][N:10]=[CH:9]2)=[O:5])[CH3:2].[C:15]([O-])(=[O:17])[CH3:16].[K+].C(OC(=O)C)(=O)C.C1OCCOCCOCCOCCOCCOC1.CCCCCON=O>C(Cl)(Cl)Cl>[C:15]([N:11]1[C:12]2[C:8](=[CH:7][C:6]([C:4]([O:3][CH2:1][CH3:2])=[O:5])=[CH:14][CH:13]=2)[CH:9]=[N:10]1)(=[O:17])[CH3:16] |f:1.2|. Reported procedure: 5-Ethoxycarbonylindazole. A mixture of the product prepared according to Example E-19 Part B (250.55 g, 1.4 mol), potassium acetate (143.3 g, 1.46 mol), acetic anhydride (285.9 g, 2.8 mol) and chloroform (ethanol-free; 2700 mL) was stirred at room temperature. The temperature rose to 40° C., then started to decline, at which time no starting material was detected by TLC. A mixture of 18-crown-6 (75 g, 280 mmol) and n-amyl nitrite (364.5 g, 3.1 mol) was added and the mixture was heated at reflux ... Reactants: [I-].C[N+]1=NN(C=C1CCC)C[Si](C)(C)C (3-methyl-4-propyl-1-((trimethylsilyl)methyl)-1H-1,2,3-triazol-3-ium iodide), FC(S(=O)(=O)[N-]S(=O)(=O)C(F)(F)F)(F)F.[Li+] (lithium bis((trifluoromethyl)sulfonyl)amide). Run at time 8 hour. Run in C(C)#N (acetonitrile). Procedure: 3-methyl-4-propyl-1-((trimethylsilyl)methyl)-1H-1,2,3-triazol-3-ium iodide and lithium bis((trifluoromethyl)sulfonyl)amide were mixed in acetonitrile and stirred overnight. The acetonitrile was removed under vacuum and water and DCM added. The organic layer was washed three times with water and brine and dried in vacuum at 110° C. for 48 hours, yielding 3-methyl-4-propyl-1-((trimethylsilyl)methyl)-1H-1,2,3-triazol-3-ium bis((trifluoromethyl)sulfonyl)amide. As a reaction SMILES: [I-].[CH3:2][N+:3]1[C:7]([CH2:8][CH2:9][CH3:10])=[CH:6][N:5]([CH2:11][Si:12]([CH3:15])([CH3:14])[CH3:13])[N:4]=1.[F:16][C:17]([F:30])([F:29])[S:18]([N-:21][S:22]([C:25]([F:28])([F:27])[F:26])(=[O:24])=[O:23])(=[O:20])=[O:19].[Li+]>C(#N)C>[F:28][C:25]([F:26])([F:27])[S:22]([N-:21][S:18]([C:17]([F:16])([F:29])[F:30])(=[O:19])=[O:20])(=[O:23])=[O:24].[CH3:2][N+:3]1[C:7]([CH2:8][CH2:9][CH3:10])=[CH:6][N:5]([CH2:11][Si:12]([CH3:15])([CH3:13])[CH3:14])[N:4]=1 |f:0.1,2.3,5.6|. The product is FC(S(=O)(=O)[N-]S(=O)(=O)C(F)(F)F)(F)F.C[N+]1=NN(C=C1CCC)C[Si](C)(C)C (3-methyl-4-propyl-1-((trimethylsilyl)methyl)-1H-1,2,3-triazol-3-ium bis((trifluoromethyl)sulfonyl)amide). The reactants are SC1=C(C=CC(=C1)NS(=O)(=O)C)NS(=O)(=O)C (2-mercapto-N,N'-p-phenylenebismethanesulfonamide), N1(CCCCC1)CCCl (2-(1-piperidinyl)ethyl chloride). The solvent is C(C)O (ethanol). Product: Cl.N1(CCCCC1)CCSC1=C(C=CC(=C1)NS(=O)(=O)C)NS(=O)(=O)C (2-(2-(1-Piperidinyl)ethylthio)-N,N'-p-phenylenebismethanesulfonamide Hydrochloride). As a reaction SMILES: [SH:1][C:2]1[CH:7]=[C:6]([NH:8][S:9]([CH3:12])(=[O:11])=[O:10])[CH:5]=[CH:4][C:3]=1[NH:13][S:14]([CH3:17])(=[O:16])=[O:15].[N:18]1([CH2:24][CH2:25][Cl:26])[CH2:23][CH2:22][CH2:21][CH2:20][CH2:19]1>C(O)C>[ClH:26].[N:18]1([CH2:24][CH2:25][S:1][C:2]2[CH:7]=[C:6]([NH:8][S:9]([CH3:12])(=[O:10])=[O:11])[CH:5]=[CH:4][C:3]=2[NH:13][S:14]([CH3:17])(=[O:16])=[O:15])[CH2:23][CH2:22][CH2:21][CH2:20][CH2:19]1 |f:3.4|. Procedure: To a solution containing 8.9 g (0.030 mole) of 2-mercapto-N,N'-p-phenylenebismethanesulfonamide dissolved in 500 ml of ethanol at 60° C. was added 4.7 g (0.032 mole) of 2-(1-piperidinyl)ethyl chloride with stirring. The reaction flask was then removed from the heat, and the mixture was allowed to cool to room temperature. At the end of a period of 15 hours the precipitated white solid product (8.9 g) was collected on a filter and dried. Recrystallization from a mixture of nitromethane and dimeth... Starting materials: ClC1=C(CO)C=C(C(=C1)F)N (2-chloro-4-fluoro-5-aminobenzyl alcohol), C1(C2C(C(=O)O1)CCC=C2)=O (tetrahydrophthalic anhydride), O1CCCC1 (tetrahydrofuran). Run in C(C)(=O)O (acetic acid). Conditions: temperature 100 celsius. The product is ClC1=CC(=C(C=C1COC(=O)C)N1C(C2=C(C1=O)CCCC2)=O)F (N-[4-chloro-2-fluoro- 5-(methylcarbonyloxymethyl)phenyl]-3,4,5,6-tetrahydrophthalimide). As a reaction SMILES: [Cl:1][C:2]1[CH:9]=[C:8]([F:10])[C:7]([NH2:11])=[CH:6][C:3]=1[CH2:4][OH:5].[C:12]1(=[O:22])[O:17][C:15](=O)[CH:14]2[CH2:18][CH2:19][CH:20]=[CH:21][CH:13]12.[O:23]1CC[CH2:25][CH2:24]1>C(O)(=O)C>[Cl:1][C:2]1[C:3]([CH2:4][O:5][C:24]([CH3:25])=[O:23])=[CH:6][C:7]([N:11]2[C:12](=[O:22])[C:13]3[CH2:21][CH2:20][CH2:19][CH2:18][C:14]=3[C:15]2=[O:17])=[C:8]([F:10])[CH:9]=1. Procedure details: A mixture of 4.9 g (0.028 mole) of 2-chloro-4-fluoro-5-aminobenzyl alcohol, 4.25 g (0.028 mole) of tetrahydrophthalic anhydride, and 100 ml of tetrahydrofuran was refluxed overnight. The solvent was evaporated under reduced pressure, leaving a thick, black oil. To this residue was added 100 ml of acetic acid, and the mixture was heated at 100° C. for several hours. The solvent was evaporated under reduced pressure and was replaced with 200 ml of ethyl acetate. This solution was washed three time...